This data is from the Open Reaction Database (ORD), a public repository of structured organic reaction records. The task is: describe an organic reaction: reactants, conditions, products, and yield Reactants: C(C)[Li] (ethyl-lithium), C(C)I (ethyl iodide). The product is CCCCCCCC\C=C/CCCCCCCCCCCCCC (Cis-tetracos-9-ene). RXN SMILES: [CH2:1]([Li])[CH3:2].[CH2:4](I)[CH3:5]>>[CH3:4][CH2:5][CH2:1][CH2:2][CH2:4][CH2:5][CH2:1][CH2:2]/[CH:2]=[CH:4]\[CH2:5][CH2:1][CH2:2][CH2:4][CH2:5][CH2:1][CH2:2][CH2:4][CH2:5][CH2:1][CH2:4][CH2:5][CH2:1][CH3:2]. Procedure: Example 8 is repeated, using ethyl-lithium prepared from 156 grams of ethyl iodide. The product is C(#N)C1=C(C=CC(=C1)CCCC)OC(C1=CC(=C(C=C1)OCCCCCCC)C#N)=O ((2'-cyano-4'-n-butylphenyl)-3-cyano-4-n-heptyloxybenzoate). Procedure details: 9.9 g (0.021 mol) of the (2'-cyano-4'-n-butylphenyl)-3-bromo-4-n-heptyloxybenzoate prepared in Step VI and 4 g of cuprous cyanide were added to 80 ml of N,N-dimethylformamide. The suspension was gently refluxed for four hours. The reaction mixture was cooled to room temperature, poured into a solution of 14.5 g ferric chloride hexahydrate dissolved in a mixed solution of 3.6 ml of concentrated hydrochloric acid and 22 ml of water, and was stirred with heating at 65° C. for 30 minutes in order to... The reactants are C(#N)C1=C(C=CC(=C1)CCCC)OC(C1=CC(=C(C=C1)OCCCCCCC)Br)=O ((2'-cyano-4'-n-butylphenyl)-3-bromo-4-n-heptyloxybenzoate), cuprous cyanide, CN(C=O)C (N,N-dimethylformamide), ferric chloride hexahydrate. The solvent is Cl (hydrochloric acid), O (water). As a reaction SMILES: [C:1]([C:3]1[CH:8]=[C:7]([CH2:9][CH2:10][CH2:11][CH3:12])[CH:6]=[CH:5][C:4]=1[O:13][C:14](=[O:30])[C:15]1[CH:20]=[CH:19][C:18]([O:21][CH2:22][CH2:23][CH2:24][CH2:25][CH2:26][CH2:27][CH3:28])=[C:17](Br)[CH:16]=1)#[N:2].[CH3:31][N:32](C)C=O>Cl.O>[C:1]([C:3]1[CH:8]=[C:7]([CH2:9][CH2:10][CH2:11][CH3:12])[CH:6]=[CH:5][C:4]=1[O:13][C:14](=[O:30])[C:15]1[CH:20]=[CH:19][C:18]([O:21][CH2:22][CH2:23][CH2:24][CH2:25][CH2:26][CH2:27][CH3:28])=[C:17]([C:31]#[N:32])[CH:16]=1)#[N:2]. The reactants are C1CCOC1, CC(C)C[AlH]CC(C)C, CCOC(=O)c1cnc(SC)nc1Cl. Product: CSc1ncc(CO)c(Cl)n1. Reaction SMILES: [CH2:24]1[O:25][CH2:26][CH2:27][CH2:28]1.[CH3:15][CH:16]([CH2:17][AlH:18][CH2:19][CH:20]([CH3:21])[CH3:22])[CH3:23].[Cl:1][c:2]1[n:3][c:4]([S:13][CH3:14])[n:5][cH:6][c:7]1[C:8](=[O:9])[O:10][CH2:11][CH3:12]>>[Cl:1][c:2]1[n:3][c:4]([S:13][CH3:14])[n:5][cH:6][c:7]1[CH2:8][OH:9]. Reactants: Cc1ccc(-n2nc(C(C)(C)C)cc2N)cc1, O=C(n1ccnc1)n1ccnc1, ClCCl, Nc1ccc(Oc2ccnc(NC(=O)N3CCCC3)c2)c2ccccc12. Reaction SMILES: [C:13]([CH3:14])([CH3:15])([CH3:16])[c:17]1[n:18][n:19](-[c:23]2[cH:24][cH:25][c:26]([CH3:29])[cH:27][cH:28]2)[c:20]([NH2:22])[cH:21]1.[C:1](=[O:2])([n:3]1[cH:4][cH:5][n:6][cH:7]1)[n:8]1[cH:9][cH:10][n:11][cH:12]1.[Cl:56][CH2:57][Cl:58].[NH2:30][c:31]1[cH:32][cH:33][c:34]([O:41][c:42]2[cH:43][c:44]([NH:48][C:49](=[O:50])[N:51]3[CH2:52][CH2:53][CH2:54][CH2:55]3)[n:45][cH:46][cH:47]2)[c:35]2[cH:36][cH:37][cH:38][cH:39][c:40]12>>[C:1](=[O:2])([NH:22][c:20]1[n:19](-[c:23]2[cH:24][cH:25][c:26]([CH3:29])[cH:27][cH:28]2)[n:18][c:17]([C:13]([CH3:14])([CH3:15])[CH3:16])[cH:21]1)[NH:30][c:31]1[cH:32][cH:33][c:34]([O:41][c:42]2[cH:43][c:44]([NH:48][C:49](=[O:50])[N:51]3[CH2:52][CH2:53][CH2:54][CH2:55]3)[n:45][cH:46][cH:47]2)[c:35]2[cH:36][cH:37][cH:38][cH:39][c:40]12. Yields the product Cc1ccc(-n2nc(C(C)(C)C)cc2NC(=O)Nc2ccc(Oc3ccnc(NC(=O)N4CCCC4)c3)c3ccccc23)cc1. Reactants: C(C)(C)OC(=O)N1CC2=CC(=C(C=C2C[C@H]1C(=O)O)[N+](=O)[O-])O ((S)-7-Hydroxy-6-nitro-3,4-dihydro-1H-isoquinoline-2,3-dicarboxylic acid 2-isopropyl ester), Cl.COC([C@H](CC1=CC=C(C=C1)C1=CC=C(C=C1)C#N)N)=O ((S)-2-amino-3-(4′-cyano-biphenyl-4-yl)-propionic acid methyl ester-hydrochloride). The product is C(C)(C)OC(=O)N1CC2=CC(=C(C=C2C[C@H]1C(N[C@@H](CC1=CC=C(C=C1)C1=CC=C(C=C1)C#N)C(=O)OC)=O)[N+](=O)[O-])O ((S)-3-[(S)-2-(4′-Cyano-biphenyl-4-yl)-1-methoxycarbonyl-ethylcarbamoyl]-7-hydroxy-6-nitro-3,4-dihydro-1H-isoquinoline-2-carboxylic acid isopropyl ester). Isolated yield 79.7%. RXN SMILES: [CH:1]([O:4][C:5]([N:7]1[C@H:16]([C:17](O)=[O:18])[CH2:15][C:14]2[C:9](=[CH:10][C:11]([OH:23])=[C:12]([N+:20]([O-:22])=[O:21])[CH:13]=2)[CH2:8]1)=[O:6])([CH3:3])[CH3:2].Cl.[CH3:25][O:26][C:27](=[O:45])[C@@H:28]([NH2:44])[CH2:29][C:30]1[CH:35]=[CH:34][C:33]([C:36]2[CH:41]=[CH:40][C:39]([C:42]#[N:43])=[CH:38][CH:37]=2)=[CH:32][CH:31]=1>>[CH:1]([O:4][C:5]([N:7]1[C@H:16]([C:17](=[O:18])[NH:44][C@H:28]([C:27]([O:26][CH3:25])=[O:45])[CH2:29][C:30]2[CH:31]=[CH:32][C:33]([C:36]3[CH:41]=[CH:40][C:39]([C:42]#[N:43])=[CH:38][CH:37]=3)=[CH:34][CH:35]=2)[CH2:15][C:14]2[C:9](=[CH:10][C:11]([OH:23])=[C:12]([N+:20]([O-:22])=[O:21])[CH:13]=2)[CH2:8]1)=[O:6])([CH3:2])[CH3:3] |f:1.2|. Procedure details: (S)-7-Hydroxy-6-nitro-3,4-dihydro-1H-isoquinoline-2,3-dicarboxylic acid 2-isopropyl ester 3-methyl ester (2.4 mmol) was hydrolyzed according to general procedure B to provide the acid (0.704 g). (S)-7-Hydroxy-6-nitro-3,4-dihydro-1H-isoquinoline-2,3-dicarboxylic acid 2-isopropyl ester (2.16 mmol) was coupled with (S)-2-amino-3-(4′-cyano-biphenyl-4-yl)-propionic acid methyl ester-hydrochloride (2.38 mmol) according to general procedure A to provide the amide (1.01 g) LC/MS: m/z 588. The reactants are ClC1=CC(=CC(=C1)OC)Cl (1,3-dichloro-5-methoxybenzene), resultant solution, C(=O)(O)[O-].[Na+] (NaHCO3), [Cl-].[Al+3].[Cl-].[Cl-] (aluminum chloride), C(C)(=O)Cl (acetyl chloride). Solvent: C(Cl)Cl (CH2Cl2), C(Cl)Cl (CH2Cl2). Reaction conditions: temperature 0 celsius, time 30 minute. The product is ClC1=C(C(=CC(=C1)OC)Cl)C(C)=O (1-(2,6-Dichloro-4-methoxyphenyl)ethanone). Yield: 40.7%. Reaction SMILES: [Cl-].[Al+3].[Cl-].[Cl-].[C:5](Cl)(=[O:7])[CH3:6].[Cl:9][C:10]1[CH:15]=[C:14]([O:16][CH3:17])[CH:13]=[C:12]([Cl:18])[CH:11]=1.C([O-])(O)=O.[Na+]>C(Cl)Cl>[Cl:9][C:10]1[CH:15]=[C:14]([O:16][CH3:17])[CH:13]=[C:12]([Cl:18])[C:11]=1[C:5](=[O:7])[CH3:6] |f:0.1.2.3,6.7|. Reported procedure: A mixture of aluminum chloride (4.50 g, 33.9 mmol) and acetyl chloride (2.40 mL, 33.9 mmol) in CH2Cl2 (20.0 mL) was stirred at 0° C. for 30 min. The reaction mixture was slowly added with 1,3-dichloro-5-methoxybenzene (10-1, 2.00 g, 11.3 mmol) in CH2Cl2 (10.0 mL), and the resultant solution was stirred at room temperature for additional 2.0 h. The solution was basified with saturated aqueous NaHCO3. The organic layer was separated, dried over MgSO4(s), and concentrated under reduced pressure. Th... Reactants: O=C1C2=C(SC3=C(C1)C=CC=N3)C=CC(=C2)C(C(=O)N)C (2-(5,6-dihydro-6-oxo benzo[b]pyrido[3,2-f]-thiepin-8-yl)-propionamide), [OH-].[K+] (potassium hydroxide), [OH-].[Na+] (sodium hydroxide). Solvent: C(C)O (ethanol), O (water), C(C)OCC (diethyl ether), O (water). Run at time 5 hour. The product is O=C1C2=C(SC3=C(C1)C=CC=N3)C=CC(=C2)C(C(=O)O)C (2-(5,6-dihydro-6-oxo benzo[b]pyrido[3,2-f]thiepin-8-yl)-propionic acid). Yield: 81.9%. As a reaction SMILES: [O:1]=[C:2]1[CH2:8][C:7]2[CH:9]=[CH:10][CH:11]=[N:12][C:6]=2[S:5][C:4]2[CH:13]=[CH:14][C:15]([CH:17]([CH3:21])[C:18](N)=[O:19])=[CH:16][C:3]1=2.[OH-:22].[K+].[OH-].[Na+]>C(OCC)C.O.C(O)C>[O:1]=[C:2]1[CH2:8][C:7]2[CH:9]=[CH:10][CH:11]=[N:12][C:6]=2[S:5][C:4]2[CH:13]=[CH:14][C:15]([CH:17]([CH3:21])[C:18]([OH:22])=[O:19])=[CH:16][C:3]1=2 |f:1.2,3.4|. Reported procedure: To 101 mg of 2-(5,6-dihydro-6-oxo benzo[b]pyrido[3,2-f]-thiepin-8-yl)-propionamide were added 0.4 g of potassium hydroxide, 1 ml of water and 4 ml of ethanol and the mixture was refluxed with stirring for 5 hours. After cooling, to this were added water and 3% sodium hydroxide solution, then a small amount of diethyl ether, and the mixture was shaked. The aqueous layer was collected and acidified with acetic acid, and to this was added sodium chloride, and the resulting mixture was extracted wit... Reactants: OCC=1NC2=C(N1)C=CC=C2 (2-hydroxymethylbenzimidazole), [H-].[Na+] (sodium hydride), BrCCCC#N (4-bromobutyronitrile), CCOC(=O)C.CO (EtOAc MeOH), 68. The solvent is CN(C)C=O.C1CCOC1 (DMF THF). Reaction conditions: time 1 hour. The product is OCC1=NC2=C(N1CCCC#N)C=CC=C2 (4-(2-hydroxymethyl-benzoimidazol-1-yl)-butyronitrile). Isolated yield 51.4%. Reaction SMILES: [OH:1][CH2:2][C:3]1[NH:4][C:5]2[CH:11]=[CH:10][CH:9]=[CH:8][C:6]=2[N:7]=1.[H-].[Na+].Br[CH2:15][CH2:16][CH2:17][C:18]#[N:19].CCOC(C)=O.CO>CN(C=O)C.C1COCC1>[OH:1][CH2:2][C:3]1[N:4]([CH2:15][CH2:16][CH2:17][C:18]#[N:19])[C:5]2[CH:11]=[CH:10][CH:9]=[CH:8][C:6]=2[N:7]=1 |f:1.2,4.5,6.7|. Procedure: To a solution of 2-hydroxymethylbenzimidazole (29.63 g, 200 mmol) in a mixture of DMF/THF (150 mL, 1:1) was added sodium hydride (60% in mineral oil, 8.4 g, 210 mmol) in several portions at room temperature. After stirring for 1 hour, 4-bromobutyronitrile (29.6 g, 200 mmol) was added and the resulting solution was stirred at 80° C. for 16 hours. The solvent was evaporated and the residue diluted with water and extracted with EtOAc. The combined extracts were dried over MgSO4 and evaporated. The ... Starting materials: C, CCOC(C)=O, CCO, Cn1c(C(F)(F)F)cc(=O)n(-c2cc(Oc3ccc(OCc4ccccc4)cc3)c(Cl)cc2F)c1=O, [Pd]. Product: Cn1c(C(F)(F)F)cc(=O)n(-c2cc(Oc3ccc(O)cc3)c(Cl)cc2F)c1=O. Reaction SMILES: [C:43].[CH3:37][CH2:38][O:39][C:40](=[O:41])[CH3:42].[CH3:45][CH2:46][OH:47].[Cl:1][c:2]1[c:3]([O:4][c:5]2[cH:6][cH:7][c:8]([O:9][CH2:10][c:11]3[cH:12][cH:13][cH:14][cH:15][cH:16]3)[cH:17][cH:18]2)[cH:19][c:20](-[n:24]2[c:25](=[O:36])[n:26]([CH3:35])[c:27]([C:31]([F:32])([F:33])[F:34])[cH:28][c:29]2=[O:30])[c:21]([F:23])[cH:22]1.[Pd:44]>>[Cl:1][c:2]1[c:3]([O:4][c:5]2[cH:6][cH:7][c:8]([OH:9])[cH:17][cH:18]2)[cH:19][c:20](-[n:24]2[c:25](=[O:36])[n:26]([CH3:35])[c:27]([C:31]([F:32])([F:33])[F:34])[cH:28][c:29]2=[O:30])[c:21]([F:23])[cH:22]1.